The task is: describe an organic reaction: reactants, conditions, products, and yield. This data is from the Open Reaction Database (ORD), a public repository of structured organic reaction records. The reactants are C(Cl)(Cl)Cl (chloroform), C1(=CC=C(C=C1)S(=O)(=O)OCCCC1=CC=C(C=C1)[N+](=O)[O-])C (3-(4-nitrophenyl)propyl p-toluenesulfonate), OCCCN (3-hydroxypropylamine), O (water), C(Cl)(Cl)Cl (chloroform). Solvent: O1CCOCC1 (dioxane). Conditions: temperature 80 celsius, time 30 minute. Yields the product OCCCNCCCC1=CC=C(C=C1)[N+](=O)[O-] (N-(3-hydroxypropyl)-3-(4-nitrophenyl)propylamine). Reaction SMILES: C1(C)C=CC(S(O[CH2:11][CH2:12][CH2:13][C:14]2[CH:19]=[CH:18][C:17]([N+:20]([O-:22])=[O:21])=[CH:16][CH:15]=2)(=O)=O)=CC=1.[OH:24][CH2:25][CH2:26][CH2:27][NH2:28].O.C(Cl)(Cl)Cl>O1CCOCC1>[OH:24][CH2:25][CH2:26][CH2:27][NH:28][CH2:11][CH2:12][CH2:13][C:14]1[CH:15]=[CH:16][C:17]([N+:20]([O-:22])=[O:21])=[CH:18][CH:19]=1. Reported procedure: 3-(4-nitrophenyl)propyl p-toluenesulfonate (1 g) and 4.1 ml of 3-hydroxypropylamine were dissolved in 10 ml of dioxane and the solution was stirred at 80° C. for 30 minutes. To the solution was added 100 ml of water and 100 ml of chloroform, and the mixture was thoroughly mixed for separation. The chloroform-layer fraction was taken, washed with water and then dried over sodium sulfate anhydrous. The solvent was removed in vacuo and 0.7 g of an oil of N-(3-hydroxypropyl-3-(4-nitrophenyl)propylam... The reactants are O=C([O-])O, CCOC(=O)C1(CSc2nc3ccccc3[nH]2)OC(=O)C(O)=C1Sc1nc2ccccc2[nH]1, CCO, [Na+], O. Yields the product O=C1OC(CSc2nc3ccccc3[nH]2)(C(=O)O)C(Sc2nc3ccccc3[nH]2)=C1O. As a reaction SMILES: [C:34](=[O:35])([OH:36])[O-:37].[CH2:1]([CH3:2])[O:3][C:4](=[O:5])[C:6]1([CH2:23][S:24][c:25]2[n:26][c:27]3[c:28]([nH:29]2)[cH:30][cH:31][cH:32][cH:33]3)[O:7][C:8](=[O:22])[C:9]([OH:21])=[C:10]1[S:11][c:12]1[n:13][c:14]2[c:15]([nH:16]1)[cH:17][cH:18][cH:19][cH:20]2.[CH3:40][CH2:41][OH:42].[Na+:38].[OH2:39]>>[O:3]=[C:4]([OH:5])[C:6]1([CH2:23][S:24][c:25]2[nH:26][c:27]3[c:28]([n:29]2)[cH:30][cH:31][cH:32][cH:33]3)[O:7][C:8](=[O:22])[C:9]([OH:21])=[C:10]1[S:11][c:12]1[nH:13][c:14]2[c:15]([n:16]1)[cH:17][cH:18][cH:19][cH:20]2. The reactants are CC1=C(N)C=CC=C1[N+](=O)[O-] (2-methyl-3-nitroaniline), C(C(=C)C)(=O)Cl (methacryloyl chloride). Yields the product CC(C(=O)NC1=C(C(=CC=C1)[N+](=O)[O-])C)=C (2-Methyl-N-(2-methyl-3-nitrophenyl)acrylamide). RXN SMILES: [CH3:1][C:2]1[C:8]([N+:9]([O-:11])=[O:10])=[CH:7][CH:6]=[CH:5][C:3]=1[NH2:4].[C:12](Cl)(=[O:16])[C:13]([CH3:15])=[CH2:14]>>[CH3:15][C:13](=[CH2:14])[C:12]([NH:4][C:3]1[CH:5]=[CH:6][CH:7]=[C:8]([N+:9]([O-:11])=[O:10])[C:2]=1[CH3:1])=[O:16]. Procedure: 2-Methyl-N-(2-methyl-3-nitrophenyl)acrylamide was prepared as described in Example 1a starting from 2-methyl-3-nitroaniline and methacryloyl chloride. 1H NMR (400 MHz, DMSO-d6): 1.97 (3H, s), 2.23 (3H, s), 5.56 (1H, s), 5.90 (1H, s), 7.40-7.46 (1H, m), 7.57-7.60 (1H, m), 7.74-7.77 (1H, m), 9.71 (1H, s). The reactants are CCc1cccc2nc(S)n(C)c(=O)c12, CCO, O=C(c1ccc(Cl)cc1)c1ccc(CBr)cc1, [Na+], [OH-], O. Product: CCc1cccc2nc(SCc3ccc(C(=O)c4ccc(Cl)cc4)cc3)n(C)c(=O)c12. Reaction SMILES: [CH2:1]([CH3:2])[c:3]1[c:4]2[c:5](=[O:15])[n:6]([CH3:14])[c:7]([SH:13])[n:8][c:9]2[cH:10][cH:11][cH:12]1.[CH3:35][CH2:36][OH:37].[Cl:18][c:19]1[cH:20][cH:21][c:22]([C:23](=[O:24])[c:25]2[cH:26][cH:27][c:28]([CH2:29][Br:30])[cH:31][cH:32]2)[cH:33][cH:34]1.[Na+:17].[OH-:16].[OH2:38]>>[CH2:1]([CH3:2])[c:3]1[c:4]2[c:5](=[O:15])[n:6]([CH3:14])[c:7]([S:13][CH2:29][c:28]3[cH:27][cH:26][c:25]([C:23]([c:22]4[cH:21][cH:20][c:19]([Cl:18])[cH:34][cH:33]4)=[O:24])[cH:32][cH:31]3)[n:8][c:9]2[cH:10][cH:11][cH:12]1.